This data is from the Open Reaction Database (ORD), a public repository of structured organic reaction records. The task is: describe an organic reaction: reactants, conditions, products, and yield As a reaction SMILES: [CH2:1]([C:3]1[C:8](=[O:9])[NH:7][C:6]([CH3:10])=[C:5]([C:11]2[CH:12]=[N:13][CH:14]=[C:15]([C:17]([OH:19])=O)[CH:16]=2)[CH:4]=1)[CH3:2].[C:20]([C@H:23]1[C@@H:28]([NH2:29])[CH2:27][CH:26]=[CH:25][CH2:24]1)(=[O:22])[NH2:21]>>[C:20]([C@H:23]1[C@@H:28]([NH:29][C:17]([C:15]2[CH:16]=[C:11]([C:5]3[CH:4]=[C:3]([CH2:1][CH3:2])[C:8](=[O:9])[NH:7][C:6]=3[CH3:10])[CH:12]=[N:13][CH:14]=2)=[O:19])[CH2:27][CH:26]=[CH:25][CH2:24]1)(=[O:22])[NH2:21]. Starting materials: C(C)C1=CC(=C(NC1=O)C)C=1C=NC=C(C1)C(=O)O (5′-ethyl-2′-methyl-6′-oxo-1′,6′-dihydro-[3,3′]bipyridinyl-5-carboxylic acid), C(N)(=O)[C@@H]1CC=CC[C@@H]1N (((1S,6R)-6-carbamoyl-cyclohex-3-enyl)-amine). Procedure: Method 1, Example 205 is substantially repeated except for utilizing 5′-ethyl-2′-methyl-6′-oxo-1′,6′-dihydro-[3,3′]bipyridinyl-5-carboxylic acid and ((1S,6R)-6-carbamoyl-cyclohex-3-enyl)-amine to afford the title compound. MS: m/e=381 (M+H). The product is C(N)(=O)[C@@H]1CC=CC[C@@H]1NC(=O)C=1C=C(C=NC1)C1=C(NC(C(=C1)CC)=O)C (5′-Ethyl-2′-methyl-6′-oxo-1′,6′-dihydro-[3,3′]bipyridinyl-5-carboxylic acid ((1S,6R)-6-carbamoyl-cyclohex-3-enyl)-amide). The reactants are O=C([O-])[O-], CCc1ncc[nH]1, CN(C)C=O, Cc1ccccc1OCCCc1oc(Cl)nc1-c1ccc(Cl)cc1, [K+], [K+], O. The product is CCc1nccn1-c1nc(-c2ccc(Cl)cc2)c(CCCOc2ccccc2C)o1. As a reaction SMILES: [C:32](=[O:33])([O-:34])[O-:35].[CH2:25]([CH3:26])[c:27]1[nH:28][cH:29][cH:30][n:31]1.[CH3:38][N:39]([CH3:40])[CH:41]=[O:42].[Cl:1][c:2]1[o:3][c:4]([CH2:14][CH2:15][CH2:16][O:17][c:18]2[c:19]([CH3:24])[cH:20][cH:21][cH:22][cH:23]2)[c:5](-[c:7]2[cH:8][cH:9][c:10]([Cl:13])[cH:11][cH:12]2)[n:6]1.[K+:36].[K+:37].[OH2:43]>>[c:2]1(-[n:28]2[c:27]([CH2:25][CH3:26])[n:31][cH:30][cH:29]2)[o:3][c:4]([CH2:14][CH2:15][CH2:16][O:17][c:18]2[c:19]([CH3:24])[cH:20][cH:21][cH:22][cH:23]2)[c:5](-[c:7]2[cH:8][cH:9][c:10]([Cl:13])[cH:11][cH:12]2)[n:6]1. Reactants: [N+](=O)([O-])C=1C=C(N)C=CC1 (3-nitroaniline), COC1OC(CC1)OC (2,5-dimethoxytetrahydrofuran), CC=1C=CC(=CC1)S(=O)(=O)O (pTSA). The solvent is C1(=CC=CC=C1)C (toluene). Product: [N+](=O)([O-])C=1C=C(C=CC1)N1C=CC=C1 (1-(3-Nitrophenyl)pyrrol). RXN SMILES: [N+:1]([C:4]1[CH:5]=[C:6]([CH:8]=[CH:9][CH:10]=1)[NH2:7])([O-:3])=[O:2].CO[CH:13]1[CH2:17][CH2:16][CH:15](OC)O1.CC1C=CC(S(O)(=O)=O)=CC=1>C1(C)C=CC=CC=1>[N+:1]([C:4]1[CH:5]=[C:6]([N:7]2[CH:13]=[CH:17][CH:16]=[CH:15]2)[CH:8]=[CH:9][CH:10]=1)([O-:3])=[O:2]. Reported procedure: A mixture of 3-nitroaniline (15 g, 0.11 mmol), 2,5-dimethoxytetrahydrofuran (42 ml, 0.33 mol) and a catalytic amount of pTSA in dry toluene (150 ml) is heated to reflux for 2 hours. After cooling the mixture is concentrated under reduced pressure and the residue is purified by column-chromatography on silica gel using a mixture of ethyl acetate and petroleum ether (1:1) as the eluent. Yield: 16 g (78%). Mp 65-70° C. The product is CNCC1C=Cc2cc(F)cc(-c3ccccc3Cl)c2O1. RXN SMILES: [CH3:1][c:2]1[cH:3][cH:4][c:5]([S:6]([O:7][CH2:12][CH:13]2[O:14][c:15]3[c:16](-[c:24]4[c:25]([Cl:30])[cH:26][cH:27][cH:28][cH:29]4)[cH:17][c:18]([F:23])[cH:19][c:20]3[CH:21]=[CH:22]2)(=[O:8])=[O:9])[cH:10][cH:11]1.[CH3:31][NH2:32].[CH3:35][S:36](=[O:37])[CH3:38].[Na+:34].[OH-:33]>>[CH2:12]([CH:13]1[O:14][c:15]2[c:16](-[c:24]3[c:25]([Cl:30])[cH:26][cH:27][cH:28][cH:29]3)[cH:17][c:18]([F:23])[cH:19][c:20]2[CH:21]=[CH:22]1)[NH:32][CH3:31]. Starting materials: Cc1ccc(S(=O)(=O)OCC2C=Cc3cc(F)cc(-c4ccccc4Cl)c3O2)cc1, CN, CS(C)=O, [Na+], [OH-]. Reactants: [N+](=O)([O-])C1=CC=C(CO)C=C1 (4-nitrobenzyl alcohol), C1(=CC=CC=C1)N=C=O (phenyl isocyanate). The reagents and catalysts are [Pd] (palladium/carbon). The solvent is C(C)(C)(C)OC (methyl tert-butyl ether). Reaction conditions: time 30 minute. Yields the product C1(=CC=CC=C1)NC(NC1=CC=C(CO)C=C1)=O (4-(3-Phenylureido)benzyl alcohol). Reaction SMILES: [N+:1]([C:4]1[CH:11]=[CH:10][C:7]([CH2:8][OH:9])=[CH:6][CH:5]=1)([O-])=O.[C:12]1([N:18]=[C:19]=[O:20])[CH:17]=[CH:16][CH:15]=[CH:14][CH:13]=1>C(OC)(C)(C)C.[Pd]>[C:12]1([NH:18][C:19](=[O:20])[NH:1][C:4]2[CH:11]=[CH:10][C:7]([CH2:8][OH:9])=[CH:6][CH:5]=2)[CH:17]=[CH:16][CH:15]=[CH:14][CH:13]=1. Procedure details: 30.6 g (200 mmol) of 4-nitrobenzyl alcohol were hydrogenated over 1.0 g of palladium/carbon (10% strength; 50% water) in 500 ml of methyl tert-butyl ether. After the absorption of hydrogen was complete, the catalyst was filtered off. 24 g (200 mmol) of phenyl isocyanate were added to the filtrate at 15° C. with stirring in the course of 30 minutes. The precipitated solid was filtered off with suction and washed with methyl tert-butyl ether. Yield: 43 g (89%). The reactants are C(#C)C1=CC=C(C=C1)C1(CC1)NCCC ([1-(4-ethynylphenyl)-cyclopropyl]-propylamine), C(#C)C1=CC=C(C=C1)C1(CC1)NCCC ([1-(4-ethynylphenyl)-cyclopropyl]-propylamine), C(C1=CC=CC=C1)(=O)O.C(C)OC(C1=CC=C(C=C1)I)=O (ethyl-4-iodo-benzoate benzoate), C(C1=CC=CC=C1)(=O)O.C(C)OC(C1=CC=C(C=C1)I)=O (ethyl-4-iodo-benzoate benzoate). The reagents and catalysts are [Cu]I (copper(I)iodide), Cl[Pd]([P](C1=CC=CC=C1)(C2=CC=CC=C2)C3=CC=CC=C3)([P](C4=CC=CC=C4)(C5=CC=CC=C5)C6=CC=CC=C6)Cl (Dichlorobis(triphenylphosphine)palladium(II)). Run in C(C)N(CC)CC (triethyl amine). Reaction conditions: time 8 hour. Product: EtOAc-hexanes, C(CC)NC1(CC1)C1=CC=C(C=C1)C#CC1=CC=C(C(=O)OCC)C=C1 (Ethyl 4-[4-(1-propylamino-cyclopropyl)-phenylethynyl]-benzoate). The yield is 60.6%. Reaction SMILES: [C:1]([C:3]1[CH:8]=[CH:7][C:6]([C:9]2([NH:12][CH2:13][CH2:14][CH3:15])[CH2:11][CH2:10]2)=[CH:5][CH:4]=1)#[CH:2].C(O)(=O)C1C=CC=CC=1.[CH2:25]([O:27][C:28](=[O:36])[C:29]1[CH:34]=[CH:33][C:32](I)=[CH:31][CH:30]=1)[CH3:26]>C(N(CC)CC)C.[Cu]I.Cl[Pd](Cl)([P](C1C=CC=CC=1)(C1C=CC=CC=1)C1C=CC=CC=1)[P](C1C=CC=CC=1)(C1C=CC=CC=1)C1C=CC=CC=1>[CH2:13]([NH:12][C:9]1([C:6]2[CH:7]=[CH:8][C:3]([C:1]#[C:2][C:32]3[CH:33]=[CH:34][C:29]([C:28]([O:27][CH2:25][CH3:26])=[O:36])=[CH:30][CH:31]=3)=[CH:4][CH:5]=2)[CH2:10][CH2:11]1)[CH2:14][CH3:15] |f:1.2,^1:48,67|. Reported procedure: Using General Procedure F; [1-(4-ethynylphenyl)-cyclopropyl]-propylamine (Intermediate 120, 38.0 mg, 0.19 mmol) and ethyl-4-iodo benzoate (Reagent A, 58.0 mg, 0.21 mmol) in triethyl amine (6 mL) was treated with copper(I)iodide (8.0 mg, 0.04 mmol) and sparged with argon for 5 minutes. Dichlorobis(triphenylphosphine)palladium(II) (27 mg, 0.04 mmol) was added and the reaction mixture was stirred overnight at room temperature. Column chromatography (5-15% EtOAc-hexanes) afforded 40.0 mg (61%) of th... Starting materials: C(C)(C)(C)OC(=O)N[C@@H](C(=O)OC)CC=C ((R)-Methyl 2-((tert-butoxycarbonyl)amino)pent-4-enoate), [H-].[H-].[H-].[H-].[Li+].[Al+3] (LAH). Solvent: C1CCOC1 (THF). Reaction conditions: time 2 hour. Product: C(C)(C)(C)OC(N[C@@H](CO)CC=C)=O ((R)-tert-Butyl(1-hydroxypent-4-en-2-yl)carbamate). Isolated yield 74.2%. As a reaction SMILES: [C:1]([O:5][C:6]([NH:8][C@H:9]([CH2:14][CH:15]=[CH2:16])[C:10](OC)=[O:11])=[O:7])([CH3:4])([CH3:3])[CH3:2].[H-].[H-].[H-].[H-].[Li+].[Al+3]>C1COCC1>[C:1]([O:5][C:6](=[O:7])[NH:8][C@H:9]([CH2:14][CH:15]=[CH2:16])[CH2:10][OH:11])([CH3:4])([CH3:3])[CH3:2] |f:1.2.3.4.5.6|. Procedure details: A solution of compound 18f (9.5 g, 41.5 mmol) in THF (50 mL) was cooled in an ice bath under argon. To this mixture was added LAH (3.9 g, 104 mmol) portionwise, and then the ice bath was removed and the reaction mixture was allowed to stir at rt for 2 h and then quenched with water (30 mL). The aqueous layer was extracted with EA (3×50 mL). The combined extracts were washed with brine, dried over Na2SO4, filtered, concentrated and purified by CC to give compound 18g (6.2 g, 75% yield) as yellow ... Reactants: Cl.NC(C(=O)OCC)C(C1=CC=C(C=C1)C(F)(F)F)=O (Ethyl 2-amino-3-oxo-3-(4-(trifluoromethyl)phenyl)propanoate hydrochloride), BrC=1SC(=C(N1)Cl)Br (2,5-Dibromo-4-chlorothiazole), [BH4-].[Na+] (Sodium borohydride). The solvent is CO (MeOH). Reaction conditions: time 2 hour. Product: NC(C(=O)OCC)C(C1=CC=C(C=C1)C(F)(F)F)O (Ethyl 2-amino-3-hydroxy-3-(4-(trifluoromethyl)phenyl)propanoate). RXN SMILES: Cl.[NH2:2][CH:3]([C:9](=[O:20])[C:10]1[CH:15]=[CH:14][C:13]([C:16]([F:19])([F:18])[F:17])=[CH:12][CH:11]=1)[C:4]([O:6][CH2:7][CH3:8])=[O:5].BrC1SC(Br)=C(Cl)N=1.[BH4-].[Na+]>CO>[NH2:2][CH:3]([CH:9]([OH:20])[C:10]1[CH:15]=[CH:14][C:13]([C:16]([F:17])([F:18])[F:19])=[CH:12][CH:11]=1)[C:4]([O:6][CH2:7][CH3:8])=[O:5] |f:0.1,3.4|. Reported procedure: Ethyl 2-amino-3-oxo-3-(4-(trifluoromethyl)phenyl)propanoate hydrochloride (20.00 g, 64.17 mmol), was prepared as described by Singh, J., Tetrahedron Letters 34 (2), 211-214 (1993), was charged into a 500 mL round-bottomed flask and mixed with MeOH (160 mL). Sodium borohydride (3.641 g, 96.25 mmol) was added to the above mixture slowly at 0° C. The cooling bath was removed after the addition. The mixture was stirred at room temperature for 2 hours, and then filtered through a silica gel column in... The reactants are C=CCBr, [H-], [Na+], CN(C)C=O, O, O=C(O)c1cc(O)cc(N2CCCC2=O)c1. RXN SMILES: [CH2:19]([CH:20]=[CH2:21])[Br:22].[H-:17].[Na+:18].[O:23]=[CH:24][N:25]([CH3:26])[CH3:27].[OH2:28].[OH:1][c:2]1[cH:3][c:4]([C:5](=[O:6])[OH:7])[cH:8][c:9]([N:11]2[C:12](=[O:16])[CH2:13][CH2:14][CH2:15]2)[cH:10]1>>[O:1]([c:2]1[cH:3][c:4]([C:5](=[O:6])[OH:7])[cH:8][c:9]([N:11]2[C:12](=[O:16])[CH2:13][CH2:14][CH2:15]2)[cH:10]1)[CH2:21][CH:20]=[CH2:19]. Yields the product C=CCOc1cc(C(=O)O)cc(N2CCCC2=O)c1.